This data is from the Open Reaction Database (ORD), a public repository of structured organic reaction records. The task is: describe an organic reaction: reactants, conditions, products, and yield Reactants: CI (CH3I), FC1=CC=C(C=C1)C=1C(=C2CCCN2C1C(=O)OC)C1=CC=C(C=C1)S(=O)(=O)Cl (4-[2-(4-Fluorophenyl)-3-methoxycarbonyl-6,7-dihydro-5H-pyrrolizin-1-yl]benzenesulphonyl chloride), [O-]S(=O)[O-].[Na+].[Na+] (Na2SO3), C(=O)([O-])[O-].[Na+].[Na+] (Na2CO3). Solvent: C(C)O (ethanol), O (water). Product: FC1=CC=C(C=C1)C=1C(=C2CCCN2C1C(=O)OC)C1=CC=C(C=C1)S(=O)(=O)C (Methyl 2-(4-fluorophenyl)-1-(4-methylsulphonylphenyl)-6,7dihydro-5H-pyrrolizine-3-carboxylate). Reaction SMILES: [F:1][C:2]1[CH:7]=[CH:6][C:5]([C:8]2[C:9]([C:20]3[CH:25]=[CH:24][C:23]([S:26](Cl)(=[O:28])=[O:27])=[CH:22][CH:21]=3)=[C:10]3[N:14]([C:15]=2[C:16]([O:18][CH3:19])=[O:17])[CH2:13][CH2:12][CH2:11]3)=[CH:4][CH:3]=1.[O-]S([O-])=O.[Na+].[Na+].[C:36]([O-])([O-])=O.[Na+].[Na+].CI>O.C(O)C>[F:1][C:2]1[CH:7]=[CH:6][C:5]([C:8]2[C:9]([C:20]3[CH:25]=[CH:24][C:23]([S:26]([CH3:36])(=[O:28])=[O:27])=[CH:22][CH:21]=3)=[C:10]3[N:14]([C:15]=2[C:16]([O:18][CH3:19])=[O:17])[CH2:13][CH2:12][CH2:11]3)=[CH:4][CH:3]=1 |f:1.2.3,4.5.6|. Procedure details: 4-[2-(4-Fluorophenyl)-3-methoxycarbonyl-6,7-dihydro-5H-pyrrolizin-1-yl]benzenesulphonyl chloride (1.7 g, 3.8 mmol), suspended in water (10 ml), is treated with Na2SO3 (0.56 g, 4.4 mmol) and then with Na2CO3 (0.72 g, 6.8 mmol) and stirred at 70° C. for 2 h. The solution is treated with a solution of CH3I (0.88 g, 6.2 mmol) in ethanol (20 ml) and heated under reflux for 2 h. After cooling, the ethanol is removed in vacuo, the residue is treated with water (25 ml) and the product from the reaction ... Product: C(C1=CC=CC=C1)OC1=C(C=CC=C1)NC(CNC(=O)OC(C)(C)C)=O (N-(2-Benzyloxyphenyl)-2-(N-tertiary butoxycarbonylamino)acetamide). The reactants are Cl.C(C)N=C=NCCCN(C)C (1-ethyl-3-(3-dimethylaminopropyl)carbodiimide hydrochloride), C(C1=CC=CC=C1)OC1=C(N)C=CC=C1 (2-Benzyloxyaniline), C(C)(C)(C)OC(=O)NCC(=O)O (N-tertiarybutoxycarbonylglycine). Isolated yield 39.3%. As a reaction SMILES: [CH2:1]([O:8][C:9]1[CH:15]=[CH:14][CH:13]=[CH:12][C:10]=1[NH2:11])[C:2]1[CH:7]=[CH:6][CH:5]=[CH:4][CH:3]=1.[C:16]([O:20][C:21]([NH:23][CH2:24][C:25](O)=[O:26])=[O:22])([CH3:19])([CH3:18])[CH3:17].Cl.C(N=C=NCCCN(C)C)C>CN(C)C1C=CN=CC=1.ClCCl>[CH2:1]([O:8][C:9]1[CH:15]=[CH:14][CH:13]=[CH:12][C:10]=1[NH:11][C:25](=[O:26])[CH2:24][NH:23][C:21]([O:20][C:16]([CH3:18])([CH3:17])[CH3:19])=[O:22])[C:2]1[CH:3]=[CH:4][CH:5]=[CH:6][CH:7]=1 |f:2.3|. Reaction conditions: time 12 hour. Procedure: 2-Benzyloxyaniline (S1) (16.4 g), 4-dimethylamino-pyridine (11.0 g), and N-tertiarybutoxycarbonylglycine (14.4 g) were dissolved in dichloromethane. To the resulting solution, 1-ethyl-3-(3-dimethylaminopropyl)carbodiimide hydrochloride (16.3 g) was added and stirred for 12 hours at room temperature. The reaction mixture was washed -successively with 1N HCl, saturated aqueous sodium hydrogencarbonate solution and brine, then dried over anhydrous magnesium sulfate. The solvent was distilled off un... Reagents/catalysts: CN(C1=CC=NC=C1)C (4-dimethylamino-pyridine). Run in ClCCl (dichloromethane). The reactants are CC(=O)C (acetone), ClC1=NC=CC=C1N1CCN(CC1)CCN(S(=O)(=O)C=1C=NN(C1)C)C (1-methyl-1H-pyrazole-4-sulfonic acid {2-[4-(2-chloro-pyridin-3-yl)-piperazin-1-yl]-ethyl}-methyl-amide), C([O-])([O-])=O.[K+].[K+] (potassium carbonate), CC1(OB(OC1(C)C)C1=CC=C(NC(C)=O)C=C1)C (4′-(4,4,5,5-tetramethyl-1,3,2-dioxaborolan-2-yl)acetanilide). The reagents and catalysts are C=1C=CC(=CC1)[P](C=2C=CC=CC2)(C=3C=CC=CC3)[Pd]([P](C=4C=CC=CC4)(C=5C=CC=CC5)C=6C=CC=CC6)([P](C=7C=CC=CC7)(C=8C=CC=CC8)C=9C=CC=CC9)[P](C=1C=CC=CC1)(C=1C=CC=CC1)C=1C=CC=CC1 (tetrakis(triphenylphosphine)palladium). The solvent is C(C)(=O)OCC (ethyl acetate), O (water), CC(=O)N(C)C.O (DMA H2O). Reaction conditions: temperature 110 celsius. The product is Cl.Cl.CN(CCN1CCN(CC1)C=1C(=NC=CC1)C1=CC=C(C=C1)NC(C)=O)S(=O)(=O)C=1C=NN(C1)C (N-{4-[3-(4-{2-[Methyl-(1-methyl-1H-pyrazole-4-sulfonyl)-amino]-ethyl}-piperazin-1-yl)-pyridin-2-yl]-phenyl}-acetamide dihydrochloride). Yield: 137.8%. Reaction SMILES: [Cl:1][C:2]1[C:7]([N:8]2[CH2:13][CH2:12][N:11]([CH2:14][CH2:15][N:16]([CH3:26])[S:17]([C:20]3[CH:21]=[N:22][N:23]([CH3:25])[CH:24]=3)(=[O:19])=[O:18])[CH2:10][CH2:9]2)=[CH:6][CH:5]=[CH:4][N:3]=1.CC1(C)C(C)(C)OB([C:35]2[CH:44]=[CH:43][C:38]([NH:39][C:40](=[O:42])[CH3:41])=[CH:37][CH:36]=2)O1.C(=O)([O-])[O-].[K+].[K+].CC(C)=O>CC(N(C)C)=O.O.C(OCC)(=O)C.O.C1C=CC([P]([Pd]([P](C2C=CC=CC=2)(C2C=CC=CC=2)C2C=CC=CC=2)([P](C2C=CC=CC=2)(C2C=CC=CC=2)C2C=CC=CC=2)[P](C2C=CC=CC=2)(C2C=CC=CC=2)C2C=CC=CC=2)(C2C=CC=CC=2)C2C=CC=CC=2)=CC=1>[ClH:1].[ClH:1].[CH3:26][N:16]([S:17]([C:20]1[CH:21]=[N:22][N:23]([CH3:25])[CH:24]=1)(=[O:19])=[O:18])[CH2:15][CH2:14][N:11]1[CH2:12][CH2:13][N:8]([C:7]2[C:2]([C:35]3[CH:44]=[CH:43][C:38]([NH:39][C:40](=[O:42])[CH3:41])=[CH:37][CH:36]=3)=[N:3][CH:4]=[CH:5][CH:6]=2)[CH2:9][CH2:10]1 |f:2.3.4,6.7,11.12.13,^1:73,75,94,113|. Procedure details: Dissolve 1-methyl-1H-pyrazole-4-sulfonic acid {2-[4-(2-chloro-pyridin-3-yl)-piperazin-1-yl]-ethyl}-methyl-amide (230 mg, 0.58 mmol) in DMA-H2O (6 mL; 5:1 v/v, previously degassed with nitrogen). Add 4′-(4,4,5,5-tetramethyl-1,3,2-dioxaborolan-2-yl)acetanilide (181 mg, 0.69 mmol), potassium carbonate (191 mg, 1.38 mmol) and tetrakis(triphenylphosphine)palladium (33 mg, 0.03 mmol). Heat the reaction mixture at 110° C. for 18 hr. Cool and dilute with ethyl acetate and water. Extract the aqueous laye...